Task: describe an organic reaction: reactants, conditions, products, and yield. Dataset: the Open Reaction Database (ORD), a public repository of structured organic reaction records The reactants are COc1cc2c(-c3cc4cc(F)cnc4n3S(=O)(=O)c3ccc(C)cc3)cn(CCN3CCN(C)CC3)c2cc1OC, CO, CO, ClCCl, [K+], [OH-], O. Yields the product COc1cc2c(-c3cc4cc(F)cnc4[nH]3)cn(CCN3CCN(C)CC3)c2cc1OC. Reaction SMILES: [CH3:1][O:2][c:3]1[cH:4][c:5]2[c:6](-[c:23]3[cH:24][c:25]4[c:26]([n:27][cH:28][c:29]([F:31])[cH:30]4)[n:32]3[S:33]([c:34]3[cH:35][cH:36][c:37]([CH3:38])[cH:39][cH:40]3)(=[O:41])=[O:42])[cH:7][n:8]([CH2:14][CH2:15][N:16]3[CH2:17][CH2:18][N:19]([CH3:22])[CH2:20][CH2:21]3)[c:9]2[cH:10][c:11]1[O:12][CH3:13].[CH3:45][OH:46].[CH3:50][OH:51].[Cl:47][CH2:48][Cl:49].[K+:44].[OH-:43].[OH2:52]>>[CH3:1][O:2][c:3]1[cH:4][c:5]2[c:6](-[c:23]3[cH:24][c:25]4[c:26]([n:27][cH:28][c:29]([F:31])[cH:30]4)[nH:32]3)[cH:7][n:8]([CH2:14][CH2:15][N:16]3[CH2:17][CH2:18][N:19]([CH3:22])[CH2:20][CH2:21]3)[c:9]2[cH:10][c:11]1[O:12][CH3:13]. Starting materials: CCO, Nc1ccc(OCCN2CCCC2)cc1, N, S=C=S. Yields the product S=C=Nc1ccc(OCCN2CCCC2)cc1. As a reaction SMILES: [CH3:20][CH2:21][OH:22].[N:1]1([CH2:6][CH2:7][O:8][c:9]2[cH:10][cH:11][c:12]([NH2:13])[cH:14][cH:15]2)[CH2:2][CH2:3][CH2:4][CH2:5]1.[NH3:19].[S:16]=[C:17]=[S:18]>>[N:1]1([CH2:6][CH2:7][O:8][c:9]2[cH:10][cH:11][c:12]([N:13]=[C:17]=[S:16])[cH:14][cH:15]2)[CH2:2][CH2:3][CH2:4][CH2:5]1. Reactants: C(C1=CC=CO1)NC(=S)N (N-furfurylthiourea), BrC(C(=O)C1=CC=CC=C1)C (α-bromopropiophenone). Solvent: C(C)O (ethanol). Product: Br.C(C1=CC=CO1)NC=1SC(=C(N1)C1=CC=CC=C1)C (2-furfurylamino-5-methyl-4-phenyl-thiazole hydrobromide). Yield: 33.3%. Reaction SMILES: [CH2:1]([NH:7][C:8]([NH2:10])=[S:9])[C:2]1[O:6][CH:5]=[CH:4][CH:3]=1.[Br:11][CH:12]([CH3:21])[C:13]([C:15]1[CH:20]=[CH:19][CH:18]=[CH:17][CH:16]=1)=O>C(O)C>[BrH:11].[CH2:1]([NH:7][C:8]1[S:9][C:12]([CH3:21])=[C:13]([C:15]2[CH:20]=[CH:19][CH:18]=[CH:17][CH:16]=2)[N:10]=1)[C:2]1[O:6][CH:5]=[CH:4][CH:3]=1 |f:3.4|. Procedure details: N-furfurylthiourea (0.82 grams, 0.005 moles) and α-bromopropiophenone (1.07 grams, 0.005 moles, Aldrich Chem. Co.) in 11 ml absolute ethanol were heated to reflux temperature under nitrogen for 3 hours. After cooling to room temperature, the solvent was removed under vacuum to give a thick brown oil, which was triturated with five 35 ml portions of refluxing ethyl acetate. The ethyl acetate was reduced in volume to about 25 ml and cooled to room temperature. The precipitated solids were filtered...